This data is from the Open Reaction Database (ORD), a public repository of structured organic reaction records. The task is: describe an organic reaction: reactants, conditions, products, and yield Starting materials: FC(C1=CC=C(C=C1)N1N=C(NC1=O)C=1C(=C(CNC(C(F)(F)F)=O)C=CC1C)C)(F)F (N-(3-(1-(4-(trifluoromethyl)phenyl)-4,5-dihydro-5-oxo-1H-1,2,4-triazol-3-yl)-2,4-dimethylbenzyl)-2,2,2-trifluoro acetamide), [OH-].[K+] (KOH). Solvent: C1CCOC1 (THF). Run at time 3.5 hour. Yields the product NCC=1C(=C(C(=CC1)C)C=1NC(N(N1)C1=CC=C(C=C1)C(F)(F)F)=O)C (5-(3-(Aminomethyl)-2,6-dimethylphenyl)-2-(4-(trifluoromethyl)phenyl)-2H-1,2,4-triazol-3(4H)-one). The yield is 31.7%. As a reaction SMILES: [F:1][C:2]([F:32])([F:31])[C:3]1[CH:8]=[CH:7][C:6]([N:9]2[C:13](=[O:14])[NH:12][C:11]([C:15]3[C:16]([CH3:30])=[C:17]([CH:26]=[CH:27][C:28]=3[CH3:29])[CH2:18][NH:19]C(=O)C(F)(F)F)=[N:10]2)=[CH:5][CH:4]=1.[OH-].[K+]>C1COCC1>[NH2:19][CH2:18][C:17]1[C:16]([CH3:30])=[C:15]([C:11]2[NH:12][C:13](=[O:14])[N:9]([C:6]3[CH:7]=[CH:8][C:3]([C:2]([F:31])([F:32])[F:1])=[CH:4][CH:5]=3)[N:10]=2)[C:28]([CH3:29])=[CH:27][CH:26]=1 |f:1.2|. Procedure: To a solution of N-(3-(1-(4-(trifluoromethyl)phenyl)-4,5-dihydro-5-oxo-1H-1,2,4-triazol-3-yl)-2,4-dimethylbenzyl)-2,2,2-trifluoro acetamide (Example-106, 0.800 g, 1.74 mmol) in THF (10 mL), aqueous solution of KOH was added and the reaction mass was stirred at RT for 3-4 h. After completion of the reaction, the reaction mass was quenched with water and extracted with ethyl acetate. The organic layer was separated, dried over anhydrous sodium sulphate and concentrated to afford 0.200 g of the des...